Dataset: the Open Reaction Database (ORD), a public repository of structured organic reaction records. Task: describe an organic reaction: reactants, conditions, products, and yield Starting materials: CC1(C2=C(C(=CC=C2)P(C3=CC=CC=C3)C4=CC=CC=C4)OC5=C(C=CC=C51)P(C6=CC=CC=C6)C7=CC=CC=C7)C (Xantphos), BrC1=NC=C(C=C1)C (2-bromo-5-methyl-pyridine), CC(C)(C)[O-].[Na+] (NaOtBu), N1CCC(CC1)ON=C1CCN(CC1)C1=C(C=C(C=C1)S(=O)(=O)C)F (1-(2-Fluoro-4-methanesulfonyl-phenyl)-piperidin-4-one O-piperidin-4-yl-oxime). The reagents and catalysts are C=1C=CC(=CC1)/C=C/C(=O)/C=C/C2=CC=CC=C2.C=1C=CC(=CC1)/C=C/C(=O)/C=C/C2=CC=CC=C2.C=1C=CC(=CC1)/C=C/C(=O)/C=C/C2=CC=CC=C2.[Pd].[Pd] (Pd2 dba3). Run in C1(=CC=CC=C1)C (Toluene). Run at temperature 100 celsius. Product: CC=1C=CC(=NC1)N1CCC(CC1)ON=C1CCN(CC1)C1=C(C=C(C=C1)S(=O)(=O)C)F (1-(2-Fluoro-4-methanesulfonyl-phenyl)-piperidin-4-one O-(5′-methyl-3,4,5,6-tetrahydro-2H-[1,2′]bipyridinyl-4-yl)-oxime). RXN SMILES: CC1(C)C2C(=C(P(C3C=CC=CC=3)C3C=CC=CC=3)C=CC=2)OC2C(P(C3C=CC=CC=3)C3C=CC=CC=3)=CC=CC1=2.CC([O-])(C)C.[Na+].[NH:49]1[CH2:54][CH2:53][CH:52]([O:55][N:56]=[C:57]2[CH2:62][CH2:61][N:60]([C:63]3[CH:68]=[CH:67][C:66]([S:69]([CH3:72])(=[O:71])=[O:70])=[CH:65][C:64]=3[F:73])[CH2:59][CH2:58]2)[CH2:51][CH2:50]1.Br[C:75]1[CH:80]=[CH:79][C:78]([CH3:81])=[CH:77][N:76]=1>C1C=CC(/C=C/C(/C=C/C2C=CC=CC=2)=O)=CC=1.C1C=CC(/C=C/C(/C=C/C2C=CC=CC=2)=O)=CC=1.C1C=CC(/C=C/C(/C=C/C2C=CC=CC=2)=O)=CC=1.[Pd].[Pd].C1(C)C=CC=CC=1>[CH3:81][C:78]1[CH:79]=[CH:80][C:75]([N:49]2[CH2:54][CH2:53][CH:52]([O:55][N:56]=[C:57]3[CH2:62][CH2:61][N:60]([C:63]4[CH:68]=[CH:67][C:66]([S:69]([CH3:72])(=[O:70])=[O:71])=[CH:65][C:64]=4[F:73])[CH2:59][CH2:58]3)[CH2:51][CH2:50]2)=[N:76][CH:77]=1 |f:1.2,5.6.7.8.9|. Procedure: Pd2 dba3 (1.5 mg, 0.0016 mmol), Xantphos (2.8 mg, 0.0048 mmol), NaOtBu (11.5 mg, 0.12 mmol), 63a (29.5 mg, 0.08 mmol) and 2-bromo-5-methyl-pyridine (27.5 mg, 0.16 mmol) were combined. Toluene (0.3 mL) was added and the mixture was flushed with nitrogen, sealed and heated at 100° C. overnight. The solvent was removed and the crude mixture was purified on preparative HPLC to give 67-1: LC-MS 461.2 (MH+).